This data is from the Open Reaction Database (ORD), a public repository of structured organic reaction records. The task is: describe an organic reaction: reactants, conditions, products, and yield Reactants: C(C)(C)(C)OC(=O)N1[C@@H](C[C@@H](C1)CC)C(=O)O ((2S,4S)-1-(tert-butoxycarbonyl)-4-ethylpyrrolidine-2-carboxylic acid), CC(C)(C)[O-].[K+] (KOtBu), O=C1C[C@H](N(C1)C(=O)OC(C)(C)C)C(=O)OCC1=CC=CC=C1 ((S)-2-benzyl 1-tert-butyl 4-oxopyrrolidine-1,2-dicarboxylate). The reagents and catalysts are [Br-].C(C)[P+](C1=CC=CC=C1)(C1=CC=CC=C1)C1=CC=CC=C1 ((ethyl)triphenylphosphonium bromide). The solvent is C1CCOC1 (THF), C1CCOC1 (THF). Reaction conditions: time 1 hour. Product: C(C)=C1C[C@H](N(C1)C(=O)OC(C)(C)C)C(=O)OCC1=CC=CC=C1 ((S)-2-benzyl 1-tert-butyl 4-ethylidenepyrrolidine-1,2-dicarboxylate). Reaction SMILES: [C:1]([O:5][C:6]([N:8]1[CH2:12][C@@H:11]([CH2:13][CH3:14])[CH2:10][C@H:9]1[C:15]([OH:17])=[O:16])=[O:7])([CH3:4])([CH3:3])[CH3:2].CC([O-])(C)C.[K+].O=C1CN(C(OC(C)(C)C)=O)[C@H](C(O[CH2:40][C:41]2[CH:46]=[CH:45][CH:44]=[CH:43][CH:42]=2)=O)C1>[Br-].C([P+](C1C=CC=CC=1)(C1C=CC=CC=1)C1C=CC=CC=1)C.C1COCC1>[CH:13](=[C:11]1[CH2:12][N:8]([C:6]([O:5][C:1]([CH3:2])([CH3:3])[CH3:4])=[O:7])[C@H:9]([C:15]([O:17][CH2:40][C:41]2[CH:46]=[CH:45][CH:44]=[CH:43][CH:42]=2)=[O:16])[CH2:10]1)[CH3:14] |f:1.2,4.5|. Procedure details: (2S,4S)-1-(tert-butoxycarbonyl)-4-ethylpyrrolidine-2-carboxylic acid: To a mixture of KOtBu (0.176 g, 1.57 mmol) and (ethyl)triphenylphosphonium bromide (0.581 g, 1.57 mmol) was added THF (3.1 mL) at rt. The mixture was stirred for 1 h. Next, a solution of (S)-2-benzyl 1-tert-butyl 4-oxopyrrolidine-1,2-dicarboxylate (0.200 g, 0.581 mmol) dissolved in THF (1 mL) was added via cannula and the flask was rinsed with THF (0.5 mL). The reaction was stirred overnight at rt. The reaction was quenched wi... The yield is 90.4%. Reaction conditions: time 2.5 hour. Reaction SMILES: [CH:1]([C:4]1[CH:16]=[CH:15][CH:14]=[CH:13][C:5]=1[O:6][CH2:7][CH:8]([N:10]=[N+]=[N-])[CH3:9])([CH3:3])[CH3:2].[H-].[Al+3].[Li+].[H-].[H-].[H-].O.[OH-].[Na+]>CCOCC>[CH:1]([C:4]1[CH:16]=[CH:15][CH:14]=[CH:13][C:5]=1[O:6][CH2:7][CH:8]([NH2:10])[CH3:9])([CH3:2])[CH3:3] |f:1.2.3.4.5.6,8.9|. Procedure details: 12.3 g of 2-(2-isopropylphenoxy)-1-methylethylazide was dissolved in 150 ml of ether and added portionwise with small amount of lithium aluminium hydride up to 18 g and stirred at room temperature for 2.5 hr. Then 1.8 ml of water, 1.8 ml oif 15% aqueous solution of sodium hydroxide and 5.4 ml of water were added one after another in order to decompose the residual lithium aluminium hydride. Crystals thus isolated were filtered off and washsed with ether; the ether layer was washed consecutively ... Yields the product C(C)(C)C1=C(OCC(C)N)C=CC=C1 (2-(2-isopropylphenoxy)-1-methylethylamine). Run in CCOCC (ether). Reactants: [H-].[Al+3].[Li+].[H-].[H-].[H-] (lithium aluminium hydride), [H-].[Al+3].[Li+].[H-].[H-].[H-] (lithium aluminium hydride), O (water), aqueous solution, [OH-].[Na+] (sodium hydroxide), O (water), C(C)(C)C1=C(OCC(C)N=[N+]=[N-])C=CC=C1 (2-(2-isopropylphenoxy)-1-methylethylazide). The reactants are CCOc1cc(C(C)(C)C)ncc1C1=NC(C)(c2ccc(Cl)cc2)C(C)(c2ccc(Cl)cc2)N1C(=O)N1CCC(CC(=O)O)CC1, CCOCCNCCOCC. Product: CCOCCN(CCOCC)C(=O)CC1CCN(C(=O)N2C(c3cnc(C(C)(C)C)cc3OCC)=NC(C)(c3ccc(Cl)cc3)C2(C)c2ccc(Cl)cc2)CC1. RXN SMILES: [C:1]([CH3:2])([CH3:3])([CH3:4])[c:5]1[cH:6][c:7]([O:44][CH2:45][CH3:46])[c:8]([C:11]2=[N:15][C:14]([CH3:16])([c:17]3[cH:18][cH:19][c:20]([Cl:23])[cH:21][cH:22]3)[C:13]([CH3:24])([c:25]3[cH:26][cH:27][c:28]([Cl:31])[cH:29][cH:30]3)[N:12]2[C:32](=[O:33])[N:34]2[CH2:35][CH2:36][CH:37]([CH2:40][C:41](=[O:42])[OH:43])[CH2:38][CH2:39]2)[cH:9][n:10]1.[CH2:47]([CH3:48])[O:49][CH2:50][CH2:51][NH:52][CH2:53][CH2:54][O:55][CH2:56][CH3:57]>>[C:1]([CH3:2])([CH3:3])([CH3:4])[c:5]1[cH:6][c:7]([O:44][CH2:45][CH3:46])[c:8]([C:11]2=[N:15][C:14]([CH3:16])([c:17]3[cH:18][cH:19][c:20]([Cl:23])[cH:21][cH:22]3)[C:13]([CH3:24])([c:25]3[cH:26][cH:27][c:28]([Cl:31])[cH:29][cH:30]3)[N:12]2[C:32](=[O:33])[N:34]2[CH2:35][CH2:36][CH:37]([CH2:40][C:41](=[O:43])[N:52]([CH2:51][CH2:50][O:49][CH2:47][CH3:48])[CH2:53][CH2:54][O:55][CH2:56][CH3:57])[CH2:38][CH2:39]2)[cH:9][n:10]1. Run at time 8 hour. Yields the product NC1C(SC2=C(N(C1=O)CC(=O)N)C=CC=C2)C2=CC=C(C=C2)Cl (3-amino-2-(p-chlorophenyl)-4-oxo-2,3,4,5-tetrahydro-1,5-benzothiazepine-5-acetamide). Reaction SMILES: [NH2:1][CH:2]1[C:8](=[O:9])[N:7]([CH2:10][C:11](OCC)=[O:12])[C:6]2[CH:16]=[CH:17][CH:18]=[CH:19][C:5]=2[S:4][CH:3]1[C:20]1[CH:25]=[CH:24][C:23]([Cl:26])=[CH:22][CH:21]=1.[NH3:27]>CO>[NH2:1][CH:2]1[C:8](=[O:9])[N:7]([CH2:10][C:11]([NH2:27])=[O:12])[C:6]2[CH:16]=[CH:17][CH:18]=[CH:19][C:5]=2[S:4][CH:3]1[C:20]1[CH:25]=[CH:24][C:23]([Cl:26])=[CH:22][CH:21]=1. Run in CO (methanol). Reactants: NC1C(SC2=C(N(C1=O)CC(=O)OCC)C=CC=C2)C2=CC=C(C=C2)Cl (ethyl 3-amino-2-(p-chlorophenyl)-4-oxo-2,3,4,5-tetrahydro-1,5-benzothiazepine-5-acetate), N (ammonia). Reported procedure: In 200 ml of methanol is dissolved 1.5 g of ethyl 3-amino-2-(p-chlorophenyl)-4-oxo-2,3,4,5-tetrahydro-1,5-benzothiazepine-5-acetate, and ammonia gas is blown into the solution under ice-cooling up to the saturated state. The reaction temperature is slowly elevated to room temperature, and the reaction mixture is left standing overnight. Then, the reaction mixture is concentrated under reduced pressure. Ethyl acetate is added to the obtained residue, and the resulting crystals are collected by fi... Yields the product O=C(Cl)NN1CCNC1=O. Reaction SMILES: [CH3:17][c:18]1[cH:19][cH:20][cH:21][cH:22][cH:23]1.[Cl:13][C:14]([Cl:15])=[O:16].[NH2:1][N:2]1[C:3](=[O:7])[NH:4][CH2:5][CH2:6]1.[O:8]1[CH2:9][CH2:10][CH2:11][CH2:12]1>>[NH:1]([N:2]1[C:3](=[O:7])[NH:4][CH2:5][CH2:6]1)[C:14]([Cl:13])=[O:16]. Reactants: Cc1ccccc1, O=C(Cl)Cl, NN1CCNC1=O, C1CCOC1. Reactants: C(#N)C(C(=O)N)=C(SC)NC1=CC=C(C=C1)C(C)C (2-cyano-3-((4-isopropylphenyl)amino)-3-(methylthio)acrylamide), O.NN (hydrazine hydrate). Run in C(C)O (ethanol). Reaction conditions: temperature 75 celsius. Product: NC1=C(C(=NN1)NC1=CC=C(C=C1)C(C)C)C(=O)N (5-amino-3-((4-isopropylphenyl)amino)-1H-pyrazole-4-carboxamide). Yield: 66.0%. RXN SMILES: [C:1]([C:3](=[C:7]([NH:10][C:11]1[CH:16]=[CH:15][C:14]([CH:17]([CH3:19])[CH3:18])=[CH:13][CH:12]=1)SC)[C:4]([NH2:6])=[O:5])#[N:2].O.[NH2:21][NH2:22]>C(O)C>[NH2:2][C:1]1[NH:22][N:21]=[C:7]([NH:10][C:11]2[CH:16]=[CH:15][C:14]([CH:17]([CH3:19])[CH3:18])=[CH:13][CH:12]=2)[C:3]=1[C:4]([NH2:6])=[O:5] |f:1.2|. Procedure details: 2-cyano-3-((4-isopropylphenyl)amino)-3-(methylthio)acrylamide (1.360 g) was suspended in 15 mL of ethanol and hydrazine hydrate (360 μL, 1.5 eq.) was added drop wise to the reaction. Reaction was then heated at 75° C. until the starting material was no longer present and confirmed via HPLC. Once starting material was absent (18 hrs), reaction was brought to room temperature and filtered to obtain 5-amino-3-((4-isopropylphenyl)amino)-1H-pyrazole-4-carboxamide as an off white to yellow powder. The... Reactants: N1N=C(N=C1)N (1H-1,2,4-triazol-3-amine), TEA, C(C(C)(C)C)(=O)Cl (pivaloyl chloride). Solvent: C1(=CC=CC=C1)C (toluene). Reaction conditions: temperature 110 celsius. Yields the product N1N=C(N=C1)NC(C(C)(C)C)=O (N-(1H-1,2,4-triazol-3-yl)pivalamide). Isolated yield 25.0%. As a reaction SMILES: [NH:1]1[CH:5]=[N:4][C:3]([NH2:6])=[N:2]1.[C:7](Cl)(=[O:12])[C:8]([CH3:11])([CH3:10])[CH3:9]>C1(C)C=CC=CC=1>[NH:1]1[CH:5]=[N:4][C:3]([NH:6][C:7](=[O:12])[C:8]([CH3:11])([CH3:10])[CH3:9])=[N:2]1. Procedure: To a mixture of 1H-1,2,4-triazol-3-amine (500 mg, 5.95 mmol) and TEA (0.829 mL, 5.95 mmol) in toluene (25 mL) was added pivaloyl chloride (0.732 mL, 5.95 mmol). The mixture was heated up at 110° C. for 13 h. The reaction mixture was quenched with water, filtered and the extracted with ethyl acetate (3×10 ml). The organic layer was washed with brine, dried over MgSO4, filtered and concentrated under reduced pressure to afford N-(1H-1,2,4-triazol-3-yl)pivalamide (250 mg, 25%) as white solid. 1H NM... The reactants are [H][H] (Hydrogen), [H][H] (hydrogen), C(C1=CC=CC=C1)N1CCN(CC1)C(CNC(C1=CC=C(C=C1)OC1=CC=CC=C1)=O)=O (N-[2-(4-benzyl-piperazin-1-yl)-2-oxo-ethyl]-4-phenoxy-benzamide). The reagents and catalysts are [Pd] (Pd/C). Run in CO (MeOH). Conditions: time 8 hour. Yields the product O=C(CNC(C1=CC=C(C=C1)OC1=CC=CC=C1)=O)N1CCNCC1 (N-(2-Oxo-2-piperazin-1-yl-ethyl)-4-phenoxy-benzamide). Isolated yield 100.8%. As a reaction SMILES: C([N:8]1[CH2:13][CH2:12][N:11]([C:14](=[O:32])[CH2:15][NH:16][C:17](=[O:31])[C:18]2[CH:23]=[CH:22][C:21]([O:24][C:25]3[CH:30]=[CH:29][CH:28]=[CH:27][CH:26]=3)=[CH:20][CH:19]=2)[CH2:10][CH2:9]1)C1C=CC=CC=1.[H][H]>CO.[Pd]>[O:32]=[C:14]([N:11]1[CH2:10][CH2:9][NH:8][CH2:13][CH2:12]1)[CH2:15][NH:16][C:17](=[O:31])[C:18]1[CH:19]=[CH:20][C:21]([O:24][C:25]2[CH:30]=[CH:29][CH:28]=[CH:27][CH:26]=2)=[CH:22][CH:23]=1. Procedure details: Under an inert atmosphere, 10% Pd/C (111 mg) was added to a stirred solution of N-[2-(4-benzyl-piperazin-1-yl)-2-oxo-ethyl]-4-phenoxy-benzamide (490 mg, 1.14 mmol) in MeOH (90 mL). Hydrogen gas was then passed into the reaction mixture by means of a hydrogen filled bladder and the mixture was stirred at room temperature overnight. The mixture was filtered over celite and the celite was washed with MeOH. The filtrate was collected and concentrated under reduced pressure to afford 390 mg (quantita... The reactants are C[Si](C)(C)[N-][Si](C)(C)C.[Li+] (lithium bis(trimethylsilyl) amide), ClCC(=CCCC(=CCCC(=CC=C(C(C#N)O[Si](C)(C)C)C(C)C)C)C)C (15-chloro-3-(1-methylethyl)-6,10,14-tri-methyl-2-trimethylsiloxy-3,5,9,13-pentadecatetraenenitrile), cyanohydrin trimethylsilyl ether. Run in O1CCCC1 (tetrahydrofuran), O1CCCC1 (tetrahydrofuran). Run at time 20 minute. The product is CC(C)C=1C(CC(=CCCC(=CCCC(=CC1)C)C)C)(C#N)O[Si](C)(C)C (2-(1-methylethyl)-5,9,13-trimethyl-1-trimethylsiloxy -2,4,8,12-cyclotetradecatetraene-1-carbonitrile), CC(C)C=1C(CC(=CCCC(=CCCC(=CC1)C)C)C)=O (2-(1-methylethyl)-5,9,13-trimethyl-2,4,8,12-cyclotetradecatetraene-1-on). Yield: 16.0%. RXN SMILES: C[Si]([N-][Si](C)(C)C)(C)C.[Li+].Cl[CH2:12][C:13]([CH3:38])=[CH:14][CH2:15][CH2:16][C:17]([CH3:37])=[CH:18][CH2:19][CH2:20][C:21]([CH3:36])=[CH:22][CH:23]=[C:24]([CH:33]([CH3:35])[CH3:34])[CH:25]([O:28][Si:29]([CH3:32])([CH3:31])[CH3:30])[C:26]#[N:27]>O1CCCC1>[CH3:34][CH:33]([C:24]1[C:25]([O:28][Si:29]([CH3:32])([CH3:31])[CH3:30])([C:26]#[N:27])[CH2:12][C:13]([CH3:38])=[CH:14][CH2:15][CH2:16][C:17]([CH3:37])=[CH:18][CH2:19][CH2:20][C:21]([CH3:36])=[CH:22][CH:23]=1)[CH3:35].[CH3:35][CH:33]([C:24]1[C:25](=[O:28])[CH2:26][C:13]([CH3:38])=[CH:14][CH2:15][CH2:16][C:17]([CH3:37])=[CH:18][CH2:19][CH2:20][C:21]([CH3:36])=[CH:22][CH:23]=1)[CH3:34] |f:0.1|. Procedure: A solution of lithium bis(trimethylsilyl) amide (5.0 mmol, 0.25 M) in dry tetrahydrofuran (20 ml) is stirred under argon atmosphere on an oil bath at 40° C. and thereto is dropwise added a solution of the cyanohydrin trimethylsilyl ether which is 15-chloro-3-(1-methylethyl)-6,10,14-tri-methyl-2-trimethylsiloxy-3,5,9,13-pentadecatetraenenitrile (378 mg, 0.895 mmol) prepared in Reference Example 5 in dry tetrahydrofuran (15 ml) over 50 minutes. After stirring the mixture at this temperature for 20...